Dataset: the Open Reaction Database (ORD), a public repository of structured organic reaction records. Task: describe an organic reaction: reactants, conditions, products, and yield The reagents and catalysts are [Br-].[Zn+2].[Br-] (zinc bromide), [Zn] (zinc). As a reaction SMILES: [CH3:1][C:2]1[C:8]([CH3:9])=[C:7]([OH:10])[C:6]([CH3:11])=[CH:5][C:3]=1O.Cl.[CH3:13][CH:14]([CH2:16][CH2:17][CH2:18][CH:19]([CH2:21][CH2:22][CH2:23][CH:24]([CH2:26][CH2:27][CH2:28][C:29]([OH:33])([CH:31]=[CH2:32])[CH3:30])[CH3:25])[CH3:20])[CH3:15]>[Br-].[Zn+2].[Br-].[Zn]>[CH3:9][C:8]1[C:2]([CH3:1])=[C:3]2[C:5]([CH2:32][CH2:31][C:29]([CH2:28][CH2:27][CH2:26][CH:24]([CH2:23][CH2:22][CH2:21][CH:19]([CH2:18][CH2:17][CH2:16][CH:14]([CH3:13])[CH3:15])[CH3:20])[CH3:25])([CH3:30])[O:33]2)=[C:6]([CH3:11])[C:7]=1[OH:10] |f:3.4.5|. Isolated yield 100.6%. Reactants: CC1=C(O)C=C(C(=C1C)O)C (2,3,5-trimethylhydroquinone), Cl (hydrochloric acid), CC(C)CCCC(C)CCCC(C)CCCC(C)(C=C)O (isophytol). Conditions: temperature 50 celsius, time 1 hour. Reported procedure: To a mixture consisting of 69.9 g (0.460 mol) of 2,3,5-trimethylhydroquinone, 69.7 g (0.31 mol) of zinc bromide, 7.5 g of concentrated hydrochloric acid and 1.2 g of zinc dust, was added dropwise, under stirring at 50° C. over 1 hour, 138.8 g (0.460 mol) of isophytol (purity: 98.1%). Further, the resulting mixture was stirred at the same temperature for 1 hour. The reaction liquid was washed with water, followed by concentrating, whereby 199.4 g of the title compound was obtained as a brown oil ... The product is CC1=C(C(=C2CCC(OC2=C1C)(C)CCCC(C)CCCC(C)CCCC(C)C)C)O (dl-α-tocopherol). Starting materials: BrCC#N (bromoacetonitrile), C([O-])([O-])=O.[K+].[K+] (potassium carbonate), OC=1C(=C2C=CC(=CC2=CC1)CNC(=O)C1=C(OC2=C1C=CC=C2)CCCC)C2=CC=C(C=C2)OC (2-butyl-benzofuran-3-carboxylic acid [6-hydroxy-5-(4-methoxy-phenyl)-naphthalen-2-ylmethyl]-amide). Reported procedure: A mixture of 2-butyl-benzofuran-3-carboxylic acid [6-hydroxy-5-(4-methoxy-phenyl)-naphthalen-2-ylmethyl]-amide (301 mg, 0.63 mmol), prepared in the previous step, bromoacetonitrile (52 μL, 0.75 mmol) and potassium carbonate (434 mg, 3.14 mmol) in 20 mL of DMF was stirred under nitrogen at room temperature for 21 h (overnight). The reaction was diluted with ethyl acetate, extracted multiple times with water, dried (MgSO4) and the solvent removed under reduced pressure to give 2-butyl-benzofuran-3... Run in CN(C)C=O (DMF), C(C)(=O)OCC (ethyl acetate). Conditions: time 8 hour. The yield is 99.5%. Yields the product C(#N)COC=1C(=C2C=CC(=CC2=CC1)CNC(=O)C1=C(OC2=C1C=CC=C2)CCCC)C2=CC=C(C=C2)OC (2-butyl-benzofuran-3-carboxylic acid [6-cyanomethoxy-5-(4-methoxy-phenyl)-naphthalen-2-ylmethyl]-amide). As a reaction SMILES: [OH:1][C:2]1[C:3]([C:29]2[CH:34]=[CH:33][C:32]([O:35][CH3:36])=[CH:31][CH:30]=2)=[C:4]2[C:9](=[CH:10][CH:11]=1)[CH:8]=[C:7]([CH2:12][NH:13][C:14]([C:16]1[C:20]3[CH:21]=[CH:22][CH:23]=[CH:24][C:19]=3[O:18][C:17]=1[CH2:25][CH2:26][CH2:27][CH3:28])=[O:15])[CH:6]=[CH:5]2.Br[CH2:38][C:39]#[N:40].C(=O)([O-])[O-].[K+].[K+]>CN(C=O)C.C(OCC)(=O)C>[C:39]([CH2:38][O:1][C:2]1[C:3]([C:29]2[CH:34]=[CH:33][C:32]([O:35][CH3:36])=[CH:31][CH:30]=2)=[C:4]2[C:9](=[CH:10][CH:11]=1)[CH:8]=[C:7]([CH2:12][NH:13][C:14]([C:16]1[C:20]3[CH:21]=[CH:22][CH:23]=[CH:24][C:19]=3[O:18][C:17]=1[CH2:25][CH2:26][CH2:27][CH3:28])=[O:15])[CH:6]=[CH:5]2)#[N:40] |f:2.3.4|. Starting materials: solution o, C(C)(C)(C)OC(=O)NC1=C(C(=O)OC)C(=C(C(=C1)Cl)OC)Cl (methyl 2-(tert-butoxycarbonylamino)-4,6-dichloro-5-methoxybenzoate), FC(C(=O)O)(F)F (trifluoroacetic acid). Solvent: C(Cl)Cl (methylene chloride). The product is NC1=C(C(=O)OC)C(=C(C(=C1)Cl)OC)Cl (Methyl 2-amino-4,6-dichloro-5-methoxybenzoate). Yield: 87.0%. RXN SMILES: C(OC([NH:8][C:9]1[CH:18]=[C:17]([Cl:19])[C:16]([O:20][CH3:21])=[C:15]([Cl:22])[C:10]=1[C:11]([O:13][CH3:14])=[O:12])=O)(C)(C)C.FC(F)(F)C(O)=O>C(Cl)Cl>[NH2:8][C:9]1[CH:18]=[C:17]([Cl:19])[C:16]([O:20][CH3:21])=[C:15]([Cl:22])[C:10]=1[C:11]([O:13][CH3:14])=[O:12]. Reported procedure: A solution o#methyl 2-(tert-butoxycarbonylamino)-4,6-dichloro-5-methoxybenzoate (2.3 g, 6.6 mM) and trifluoroacetic acid (6.0 g, 53 mM) in methylene chloride (23 mL) was stirred at room temperature for 1.5 hr. The reaction mixture was then washed with saturated aqueous sodium bicarbonate, drie (MgSO4), filtered and concentrated to obtain (87%) the title compound as a yellow oil; MS(CI): 250 (M+H). Reactants: C(C)(=O)C1=CC=C(C(=O)OC(C)(C)C)C=C1 (tert-butyl 4-acetylbenzoate), C(CC)(=O)C1=CC=C(C(=O)OC(C)(C)C)C=C1 (tert-butyl 4-propionylbenzoate). Product: O[C@@H](CC)C1=CC=C(C(=O)OC(C)(C)C)C=C1 (tert-butyl 4-[(1S)-1-hydroxypropyl]benzoate). RXN SMILES: C(C1C=CC(C(OC(C)(C)C)=O)=CC=1)(=O)C.[C:17]([C:21]1[CH:33]=[CH:32][C:24]([C:25]([O:27][C:28]([CH3:31])([CH3:30])[CH3:29])=[O:26])=[CH:23][CH:22]=1)(=[O:20])[CH2:18][CH3:19]>>[OH:20][C@H:17]([C:21]1[CH:33]=[CH:32][C:24]([C:25]([O:27][C:28]([CH3:30])([CH3:29])[CH3:31])=[O:26])=[CH:23][CH:22]=1)[CH2:18][CH3:19]. Procedure details: Instead of the starting material of Reference Example 1, that is, tert-butyl 4-acetylbenzoate, tert-butyl 4-propionylbenzoate was used for a similar procedure as in Reference Example 1 to obtain tert-butyl 4-[(1S)-1-hydroxypropyl]benzoate (compound S3a). Reactants: [O-]C#N.[K+] (Potassium cyanate), NC1=CC(=C(C=C1C(=O)O)OC)OC (6-Amino-3,4-dimethoxybenzoic acid), C(C=C)(=O)O (acrylic acid), [OH-].[Na+] (sodium hydroxide), C(C)(C)O (isopropanol). Run in O (H2O), C(C)(=O)O (acetic acid). Conditions: temperature 60 celsius, time 2 hour. Yields the product COC1=C2C=NCN(C2=CC=C1OC)CCC(=O)O (5,6-Dimethoxyquinazoline-1-propionic acid). Yield: 25.6%. As a reaction SMILES: [NH2:1][C:2]1[C:7](C(O)=O)=[CH:6][C:5]([O:11][CH3:12])=[C:4]([O:13][CH3:14])[CH:3]=1.[O-][C:16]#[N:17].[K+].[OH-].[Na+].[CH:21](O)(C)C.[C:25]([OH:29])(=[O:28])[CH:26]=[CH2:27]>C(O)(=O)C.O>[CH3:14][O:13][C:4]1[C:5]([O:11][CH3:12])=[CH:6][CH:7]=[C:2]2[C:3]=1[CH:21]=[N:17][CH2:16][N:1]2[CH2:27][CH2:26][C:25]([OH:29])=[O:28] |f:1.2,3.4|. Reported procedure: 6-Amino-3,4-dimethoxybenzoic acid (5.5 g, 27.8 m) in glacial acetic acid (100 ml) and acrylic acid (4 ml) was refluxed for 18 hours. Potassium cyanate (5.6 g, 28.4 mM) in H2O (132 ml) was added gradually and stirred for 2 hours at 60° C. After cooling the reaction mixture to 20° C., sodium hydroxide pellets (40 g, 1.0 mole) were added while maintaining the temperature below 60° C. The reaction mixture was then heated at 90° C. for 45 minutes. Upon cooling in an ice bath, the sodium salt of the p... Starting materials: CO, O=C(OCc1ccccc1)N1CCC2OC2C1, [Cl-], [N-]=[N+]=[N-], [NH4+], [Na+], O. The product is [N-]=[N+]=NC1CN(C(=O)OCc2ccccc2)CCC1O. Reaction SMILES: [CH3:24][OH:25].[CH:1]12[CH2:2][N:3]([C:8](=[O:9])[O:10][CH2:11][c:12]3[cH:13][cH:14][cH:15][cH:16][cH:17]3)[CH2:4][CH2:5][CH:6]1[O:7]2.[Cl-:22].[N-:19]=[N+:20]=[N-:21].[NH4+:23].[Na+:18].[OH2:26]>>[CH:1]1([N:19]=[N+:20]=[N-:21])[CH2:2][N:3]([C:8](=[O:9])[O:10][CH2:11][c:12]2[cH:13][cH:14][cH:15][cH:16][cH:17]2)[CH2:4][CH2:5][CH:6]1[OH:7].